From a dataset of the Open Reaction Database (ORD), a public repository of structured organic reaction records. describe an organic reaction: reactants, conditions, products, and yield Starting materials: O=C1C(Br)=CC(Br)(Br)C=C1Br, COc1c(N)cccc1C(F)(F)F, ClCCl. Yields the product COc1c(N)ccc(Br)c1C(F)(F)F. Reaction SMILES: [Br:14][C:15]1=[CH:24][C:21]([Br:22])([Br:23])[CH:20]=[C:18]([Br:19])[C:16]1=[O:17].[CH3:1][O:2][c:3]1[c:4]([NH2:5])[cH:6][cH:7][cH:8][c:9]1[C:10]([F:11])([F:12])[F:13].[Cl:25][CH2:26][Cl:27]>>[CH3:1][O:2][c:3]1[c:4]([NH2:5])[cH:6][cH:7][c:8]([Br:14])[c:9]1[C:10]([F:11])([F:12])[F:13]. The reactants are C12(CCCCC2C1)COC1=CC(=C(C(=O)OC(C)(C)C)C=C1Cl)F (tert-butyl 4-(bicyclo[4.1.0]heptan-1-ylmethoxy)-5-chloro-2-fluorobenzoate), ClC=1C(=CC(=C(C(=O)OC(C)(C)C)C1)F)OC1CCC2(CC1)CCCCC2 (tert-butyl 5-chloro-2-fluoro-4-(spiro[5.5]undecan-3-yloxy)benzoate). Product: C1(CC1)C=1C(=CC(=C(C(=O)OC(C)(C)C)C1)F)OC1CCC2(CC1)CCCCC2 (tert-butyl 5-cyclopropyl-2-fluoro-4-(spiro[5.5]undecan-3-yloxy)benzoate), oil. Isolated yield 79.0%. RXN SMILES: [C:1]12(COC3C(Cl)=CC(C(OC(C)(C)C)=O)=C(F)C=3)[CH2:7][CH:6]1CCCC2.Cl[C:26]1[C:27]([O:40][CH:41]2[CH2:46][CH2:45][C:44]3([CH2:51][CH2:50][CH2:49][CH2:48][CH2:47]3)[CH2:43][CH2:42]2)=[CH:28][C:29]([F:39])=[C:30]([CH:38]=1)[C:31]([O:33][C:34]([CH3:37])([CH3:36])[CH3:35])=[O:32]>>[CH:1]1([C:26]2[C:27]([O:40][CH:41]3[CH2:42][CH2:43][C:44]4([CH2:47][CH2:48][CH2:49][CH2:50][CH2:51]4)[CH2:45][CH2:46]3)=[CH:28][C:29]([F:39])=[C:30]([CH:38]=2)[C:31]([O:33][C:34]([CH3:35])([CH3:36])[CH3:37])=[O:32])[CH2:7][CH2:6]1. Reported procedure: Following the procedure as described in Example 342 Step 4 and making variations as required to replace tert-butyl 4-(bicyclo[4.1.0]heptan-1-ylmethoxy)-5-chloro-2-fluorobenzoate with tert-butyl 5-chloro-2-fluoro-4-(spiro[5.5]undecan-3-yloxy)benzoate, the title compound was obtained as an orange oil (0.33 g, 79%): MS (ES+) m/z 403.1 (M+1). The reactants are [N+](=O)([O-])C=1C=C(CN)C=CC1 (3-nitrobenzylamine), COC(C1=CC=C(C=C1)C=1N=C(C2=C(N1)SC(=C2)Cl)Cl)=O (4-(4-chloro-6-chloro-thieno-[2,3-d]-pyrimidin-2-yl)-benzoic acid methylester). The product is COC(C1=CC=C(C=C1)C=1N=C(C2=C(N1)SC(=C2)Cl)NCC2=CC(=CC=C2)[N+](=O)[O-])=O (4-[4-(3-nitrobenzylamino)-6-chloro-thieno-[2,3-d]-pyrimidin-2-yl]-benzoic acid methylester). Reaction SMILES: [N+:1]([C:4]1[CH:5]=[C:6]([CH:9]=[CH:10][CH:11]=1)[CH2:7][NH2:8])([O-:3])=[O:2].[CH3:12][O:13][C:14](=[O:32])[C:15]1[CH:20]=[CH:19][C:18]([C:21]2[N:22]=[C:23](Cl)[C:24]3[CH:29]=[C:28]([Cl:30])[S:27][C:25]=3[N:26]=2)=[CH:17][CH:16]=1>>[CH3:12][O:13][C:14](=[O:32])[C:15]1[CH:20]=[CH:19][C:18]([C:21]2[N:22]=[C:23]([NH:8][CH2:7][C:6]3[CH:9]=[CH:10][CH:11]=[C:4]([N+:1]([O-:3])=[O:2])[CH:5]=3)[C:24]3[CH:29]=[C:28]([Cl:30])[S:27][C:25]=3[N:26]=2)=[CH:17][CH:16]=1. Reported procedure: The reaction procedure as above wherein 3-nitrobenzylamine is reacted with 4-(4-chloro-6-chloro-thieno-[2,3-d]-pyrimidin-2-yl)-benzoic acid methylester yields 4-[4-(3-nitrobenzylamino)-6-chloro-thieno-[2,3-d]-pyrimidin-2-yl]-benzoic acid methylester. Reactants: ClC=1C=NC=C(C1C(=O)O)Cl (3,5-dichloro-4-pyridinecarboxylic acid), C([O-])([O-])=O.[Cs+].[Cs+] (cesium carbonate), CO (methanol), ClCN1S(=O)(=O)C2=CC=CC(=C2C1=O)C(C)C (2-chloromethyl-4-isopropylsaccharin). Run in CN(C)C=O (DMF). Run at temperature 75 celsius, time 30 minute. The product is Cl.ClC=1C=NC=C(C1C(=O)OCN1S(=O)(=O)C2=CC=CC(=C2C1=O)C(C)C)Cl (4-isopropyl-2-saccharinylmethyl 3,5-dichloro-pyridine-4-carboxylate hydrochloride). Yield: 30.1%. Reaction SMILES: [Cl:1][C:2]1[CH:3]=[N:4][CH:5]=[C:6]([Cl:11])[C:7]=1[C:8]([OH:10])=[O:9].C(=O)([O-])[O-].[Cs+].[Cs+].CO.Cl[CH2:21][N:22]1[C:32](=[O:33])[C:31]2[C:26](=[CH:27][CH:28]=[CH:29][C:30]=2[CH:34]([CH3:36])[CH3:35])[S:23]1(=[O:25])=[O:24]>CN(C=O)C>[ClH:1].[Cl:1][C:2]1[CH:3]=[N:4][CH:5]=[C:6]([Cl:11])[C:7]=1[C:8]([O:10][CH2:21][N:22]1[C:32](=[O:33])[C:31]2[C:26](=[CH:27][CH:28]=[CH:29][C:30]=2[CH:34]([CH3:36])[CH3:35])[S:23]1(=[O:24])=[O:25])=[O:9] |f:1.2.3,7.8|. Procedure details: A mixture of 3,5-dichloro-4-pyridinecarboxylic acid (0.42 g, 0.002 mol), cesium carbonate (0.36 g, 0.001 mol) and methanol (10 ml) was stirred for 30 minutes. The solvent was removed in vacuo and 2-chloromethyl-4-isopropylsaccharin (0.55 g, 0.002 mol) and DMF (10 ml) were added to the residue. The mixture was heated to 75° C. and stirred for 3 hours. The solvent was removed in vacuo and the residue was partitioned between water/methylene chloride. The organic layer was separated, dried over anhy... Starting materials: Cc1ccccc1, O=C(Cl)c1ccccc1Cl, Oc1ccc(F)cc1, O, c1ccncc1. Yields the product O=C(Oc1ccc(F)cc1)c1ccccc1Cl. Reaction SMILES: [CH3:15][c:16]1[cH:17][cH:18][cH:19][cH:20][cH:21]1.[Cl:22][c:23]1[c:24]([C:25](=[O:26])[Cl:27])[cH:28][cH:29][cH:30][cH:31]1.[F:1][c:2]1[cH:3][cH:4][c:5]([OH:8])[cH:6][cH:7]1.[OH2:32].[cH:9]1[cH:10][cH:11][n:12][cH:13][cH:14]1>>[F:1][c:2]1[cH:3][cH:4][c:5]([O:8][C:25]([c:24]2[c:23]([Cl:22])[cH:31][cH:30][cH:29][cH:28]2)=[O:26])[cH:6][cH:7]1. Starting materials: ClC1=C(C=NC2=CC=C(C=C12)C(F)(F)F)C(=O)OCC (4-chloro-3-ethoxycarbonyl-6-trifluoromethylquinoline), BrC=1C=C(N)C=CC1 (3-bromoaniline), [OH-].[Na+] (sodium hydroxide). Run in C(C)O (ethanol). Conditions: temperature 95 celsius. Yields the product BrC=1C=C(C=CC1)NC1=C(C=NC2=CC=C(C=C12)C(F)(F)F)C(=O)OCC (4-(3-Bromophenylamino)-3-ethoxycarbonyl-6-trifluoromethylquinoline). As a reaction SMILES: Cl[C:2]1[C:11]2[C:6](=[CH:7][CH:8]=[C:9]([C:12]([F:15])([F:14])[F:13])[CH:10]=2)[N:5]=[CH:4][C:3]=1[C:16]([O:18][CH2:19][CH3:20])=[O:17].[Br:21][C:22]1[CH:23]=[C:24]([CH:26]=[CH:27][CH:28]=1)[NH2:25].[OH-].[Na+]>C(O)C>[Br:21][C:22]1[CH:23]=[C:24]([NH:25][C:2]2[C:11]3[C:6](=[CH:7][CH:8]=[C:9]([C:12]([F:15])([F:14])[F:13])[CH:10]=3)[N:5]=[CH:4][C:3]=2[C:16]([O:18][CH2:19][CH3:20])=[O:17])[CH:26]=[CH:27][CH:28]=1 |f:2.3|. Procedure details: The reaction mixture of 270.0 mg of 4-chloro-3-ethoxycarbonyl-6-trifluoromethylquinoline and 150 mL of 3-bromoaniline in 4 mL ethanol was heated at 95° C. for 4 h. The reaction was then cooled in an ice-water bath and addid with 2 mL of 0.5N sodium hydroxide solution. The solid was filtered, washed with cold ethaol-water (2:1) and dried to provide 278.0 mg of the titled compound. Reactants: N#CCC(=O)[N-]Cc1ccccc1, C1CCNCC1, CCO, COc1cc(C=CC=O)ccc1O. Yields the product COc1cc(C=CC=C(C#N)C(=O)NCc2ccccc2)ccc1O. RXN SMILES: [C:20](#[N:21])[CH2:22][C:23](=[O:24])[N-:25][CH2:26][c:27]1[cH:28][cH:29][cH:30][cH:31][cH:32]1.[CH2:1]1[CH2:2][CH2:3][NH:4][CH2:5][CH2:6]1.[CH3:33][CH2:34][OH:35].[OH:7][c:8]1[c:9]([O:18][CH3:19])[cH:10][c:11]([CH:12]=[CH:13][CH:14]=[O:15])[cH:16][cH:17]1>>[OH:7][c:8]1[c:9]([O:18][CH3:19])[cH:10][c:11]([CH:12]=[CH:13][CH:14]=[C:22]([C:20]#[N:21])[C:23](=[O:24])[NH:25][CH2:26][c:27]2[cH:28][cH:29][cH:30][cH:31][cH:32]2)[cH:16][cH:17]1. Starting materials: C1(=CC=CC=C1)N=C=O (Phenyl isocyanate), C(C)OC1=CC=C(C=C1)C=1OC(C(CN1)O)C1=CC=CC=C1 ((5RS, 6SR)-2-(4-ethoxyphenyl)-6-phenyl-5,6-dihydro-4H-1,3-oxazin-5-ol). The solvent is ClCCCl (1,2-dichloroethane). Run at temperature 80 celsius. Yields the product C(C)OC1=CC=C(C=C1)C=1OC(C(CN1)OC(NC1=CC=CC=C1)=O)C1=CC=CC=C1 ((5RS, 6SR)-2-(4-ethoxyphenyl)-6-phenyl-5-phenylcarbamoyloxy-5,6-dihydro-4H-1,3-oxazine). The yield is 31.2%. As a reaction SMILES: [C:1]1([N:7]=[C:8]=[O:9])[CH:6]=[CH:5][CH:4]=[CH:3][CH:2]=1.[CH2:10]([O:12][C:13]1[CH:18]=[CH:17][C:16]([C:19]2[O:20][CH:21]([C:26]3[CH:31]=[CH:30][CH:29]=[CH:28][CH:27]=3)[CH:22]([OH:25])[CH2:23][N:24]=2)=[CH:15][CH:14]=1)[CH3:11]>ClCCCl>[CH2:10]([O:12][C:13]1[CH:14]=[CH:15][C:16]([C:19]2[O:20][CH:21]([C:26]3[CH:31]=[CH:30][CH:29]=[CH:28][CH:27]=3)[CH:22]([O:25][C:8](=[O:9])[NH:7][C:1]3[CH:6]=[CH:5][CH:4]=[CH:3][CH:2]=3)[CH2:23][N:24]=2)=[CH:17][CH:18]=1)[CH3:11]. Procedure: Phenyl isocyanate (0.38 g) is added at a temperature in the region of 20° C. to a solution, maintained under an argon atmosphere, of (5RS, 6SR)-2-(4-ethoxyphenyl)-6-phenyl-5,6-dihydro-4H-1,3-oxazin-5-ol (0.8 g) in 1,2-dichloroethane (10 cc). The solution obtained is heated to 80° C. for 3 hours and then concentrated to dryness under reduced pressure (2.7 kPa). The solid obtained is purified by chromatography on silica (0.063-0.2 mm; 100 g), contained in a column 2 cm in diameter, collecting 20-c... The reactants are CC(C)(C)c1ccc(S(=O)(=O)Cl)cc1, Cc1ccccc1, COC(=O)c1cc(N)c(Oc2cccc(OC)c2)c(OCC(O)CO)c1, c1ccncc1. Yields the product COC(=O)c1cc(NS(=O)(=O)c2ccc(C(C)(C)C)cc2)c(Oc2cccc(OC)c2)c(OCC(O)CO)c1. Reaction SMILES: [C:27]([CH3:28])([CH3:29])([CH3:30])[c:31]1[cH:32][cH:33][c:34]([S:37](=[O:38])(=[O:39])[Cl:40])[cH:35][cH:36]1.[CH3:47][c:48]1[cH:49][cH:50][cH:51][cH:52][cH:53]1.[NH2:1][c:2]1[cH:3][c:4]([C:5](=[O:6])[O:7][CH3:8])[cH:9][c:10]([O:21][CH2:22][CH:23]([CH2:24][OH:25])[OH:26])[c:11]1[O:12][c:13]1[cH:14][c:15]([O:19][CH3:20])[cH:16][cH:17][cH:18]1.[cH:41]1[cH:42][cH:43][n:44][cH:45][cH:46]1>>[NH:1]([c:2]1[cH:3][c:4]([C:5](=[O:6])[O:7][CH3:8])[cH:9][c:10]([O:21][CH2:22][CH:23]([CH2:24][OH:25])[OH:26])[c:11]1[O:12][c:13]1[cH:14][c:15]([O:19][CH3:20])[cH:16][cH:17][cH:18]1)[S:37]([c:34]1[cH:33][cH:32][c:31]([C:27]([CH3:28])([CH3:29])[CH3:30])[cH:36][cH:35]1)(=[O:38])=[O:39]. Reactants: C1CCOC1, C[Si](C)(C)[N-][Si](C)(C)C, COCCl, Cc1ccccc1, [K+], CCOC(=O)C1CCN(C(=O)OC(C)(C)C)CC1, O. The product is CCOC(=O)C1(COC)CCN(C(=O)OC(C)(C)C)CC1. As a reaction SMILES: [CH2:34]1[O:35][CH2:36][CH2:37][CH2:38]1.[CH3:19][Si:20]([N-:21][Si:22]([CH3:23])([CH3:24])[CH3:25])([CH3:26])[CH3:27].[CH3:29][O:30][CH2:31][Cl:32].[CH3:39][c:40]1[cH:41][cH:42][cH:43][cH:44][cH:45]1.[K+:28].[N:1]1([C:12](=[O:13])[O:14][C:15]([CH3:16])([CH3:17])[CH3:18])[CH2:2][CH2:3][CH:4]([C:7](=[O:8])[O:9][CH2:10][CH3:11])[CH2:5][CH2:6]1.[OH2:33]>>[N:1]1([C:12](=[O:13])[O:14][C:15]([CH3:16])([CH3:17])[CH3:18])[CH2:2][CH2:3][C:4]([C:7](=[O:8])[O:9][CH2:10][CH3:11])([CH2:31][O:30][CH3:29])[CH2:5][CH2:6]1.